From a dataset of the Open Reaction Database (ORD), a public repository of structured organic reaction records. describe an organic reaction: reactants, conditions, products, and yield Starting materials: OC(=O)O (hydroxyketone), CC1(OC(CCC1)(C)C)CC#N (2,6,6-trimethyl-2-cyanomethyltetrahydropyran). The product is CC(C)(CCCC(C)=O)O (2-methyl-heptan-2-ol-6-one). Reaction SMILES: [OH:1]C(O)=O.[CH3:5][C:6]1([CH2:14]C#N)[CH2:11][CH2:10][CH2:9][C:8](C)([CH3:12])[O:7]1>>[CH3:5][C:6]([OH:1])([CH2:11][CH2:10][CH2:9][C:8](=[O:7])[CH3:12])[CH3:14]. Procedure details: Taking an overall evaluation of the second and third reaction (which simulate a plant operating with recycle but without recycling the hydroxyketone), a 2,6,6-trimethyl-2-cyanomethyltetrahydropyran yield of 52.9 mol % is obtained with respect to the 2-methyl-heptan-2-ol-6-one introduced into the reaction. As the hydroxyketone conversion during each test is about 80%, it is foreseeable that the overall pyran nitrile yield would rise to around 66 mol % if the unconverted hydroxyketone was also rec...